This data is from the Open Reaction Database (ORD), a public repository of structured organic reaction records. The task is: describe an organic reaction: reactants, conditions, products, and yield Starting materials: ClP(C1=CC=CC=C1)C1=CC=CC=C1 (chlorodiphenylphosphine), FC1=CC=C(C=C1)C1=NC(=NC(=C1CO)C(C)C)N(S(=O)(=O)C)C ([4-(4-fluorophenyl)-6-isopropyl-2-(N-methyl-N-methylsulfonylamino)pyrimidin-5-yl]methanol), [OH-].[K+] (potassium hydroxide). The reagents and catalysts are [Br-].C(CCC)[N+](CCCC)(CCCC)CCCC (tetrabutylammonium bromide). Run in C1(=CC=CC=C1)C (toluene). Run at temperature 108 celsius, time 1 hour. Yields the product C1(=CC=CC=C1)P(=O)(C1=CC=CC=C1)CC=1C(=NC(=NC1C(C)C)N(S(=O)(=O)C)C)C1=CC=C(C=C1)F (N-[5-(diphenylphosphinoylmethyl)-4-(4-fluorophenyl)-6-isopropylpyrimidin-2-yl]-N-methylmethanesulfonamide). Isolated yield 65.6%. Reaction SMILES: [F:1][C:2]1[CH:7]=[CH:6][C:5]([C:8]2[C:13]([CH2:14]O)=[C:12]([CH:16]([CH3:18])[CH3:17])[N:11]=[C:10]([N:19]([CH3:24])[S:20]([CH3:23])(=[O:22])=[O:21])[N:9]=2)=[CH:4][CH:3]=1.Cl[P:26]([C:33]1[CH:38]=[CH:37][CH:36]=[CH:35][CH:34]=1)[C:27]1[CH:32]=[CH:31][CH:30]=[CH:29][CH:28]=1.[OH-:39].[K+]>C1(C)C=CC=CC=1.[Br-].C([N+](CCCC)(CCCC)CCCC)CCC>[C:27]1([P:26]([CH2:14][C:13]2[C:8]([C:5]3[CH:6]=[CH:7][C:2]([F:1])=[CH:3][CH:4]=3)=[N:9][C:10]([N:19]([CH3:24])[S:20]([CH3:23])(=[O:22])=[O:21])=[N:11][C:12]=2[CH:16]([CH3:18])[CH3:17])([C:33]2[CH:38]=[CH:37][CH:36]=[CH:35][CH:34]=2)=[O:39])[CH:32]=[CH:31][CH:30]=[CH:29][CH:28]=1 |f:2.3,5.6|. Procedure details: With ice-bath cooling, 1.05 g (2.95 mmol) of [4-(4-fluorophenyl)-6-isopropyl-2-(N-methyl-N-methylsulfonylamino)pyrimidin-5-yl]methanol was initially charged in 7 g of toluene and admixed with stirring with 820 mg (3.69 mmol) of chlorodiphenylphosphine. The mixture was heated at 108° C. for 3 h. After cooling to room temperature, 553 mg (4.43 mmol) of aqueous potassium hydroxide solution (45 percent strength) and 97.5 mg (0.29 mmol) of tetrabutylammonium bromide was added, and the mixture was sti... The reactants are CC1=C(NCC#C)C(=CC=C1)C (2,6-dimethyl-N-propargylaniline), N1=CC=CC=C1 (pyridine), O1C(=CC=C1)C(=O)Cl (furan-2-carboxylic acid chloride). Yield: 88.8%. Reported procedure: 15.9 g (0.1 mol) of 2,6-dimethyl-N-propargylaniline and 8 g (0.1 mol) of pyridine were heated to the boil in 100 ml of tetrahydrofuran, and 13 g (0.1 mol) of furan-2-carboxylic acid chloride were added carefully. The reaction mixture was stirred under reflux for 15 minutes and then concentrated by distilling off the solvent in vacuo. The residue was taken up in methylene chloride and the methylene chloride mixture was washed with water. The organic phase was separated off, dried over sodium sulp... Yields the product CC1=C(N(CC#C)C(=O)C=2OC=CC2)C(=CC=C1)C (2,6-dimethyl-N-(2-furoyl)-N-propargyl-aniline). The solvent is O1CCCC1 (tetrahydrofuran). Reaction SMILES: [CH3:1][C:2]1[CH:11]=[CH:10][CH:9]=[C:8]([CH3:12])[C:3]=1[NH:4][CH2:5][C:6]#[CH:7].N1C=CC=CC=1.[O:19]1[CH:23]=[CH:22][CH:21]=[C:20]1[C:24](Cl)=[O:25]>O1CCCC1>[CH3:1][C:2]1[CH:11]=[CH:10][CH:9]=[C:8]([CH3:12])[C:3]=1[N:4]([C:24]([C:20]1[O:19][CH:23]=[CH:22][CH:21]=1)=[O:25])[CH2:5][C:6]#[CH:7]. Starting materials: FC=1C=NC2=CC=C(N=C2C1CCN1C[C@H]2C[C@@H]([C@H]2C1)N1C(C2=CC=CC=C2C1=O)=O)OC ((±)-2-((1S,5R,6S)-3-{2-[3-fluoro-6-(methyloxy)-1,5-naphthyridin-4-yl]ethyl}-3-azabicyclo[3.2.0]hept-6-yl)-1H-isoindole-1,3(2H)-dione), NN (NH2NH2). Solvent: CCO (EtOH). Reaction conditions: time 2 hour. Product: FC=1C=NC2=CC=C(N=C2C1CCN1C[C@H]2C[C@@H]([C@H]2C1)N)OC ((±)-(1S,5R,6S)-3-{2-[3-fluoro-6-(methyloxy)-1,5-naphthyridin-4-yl]ethyl}-3-azabicyclo[3.2.0]heptan-6-amine). Yield: 13.4%. Reaction SMILES: [F:1][C:2]1[CH:3]=[N:4][C:5]2[C:10]([C:11]=1[CH2:12][CH2:13][N:14]1[CH2:20][C@H:19]3[C@H:16]([CH2:17][C@@H:18]3[N:21]3C(=O)C4C(=CC=CC=4)C3=O)[CH2:15]1)=[N:9][C:8]([O:32][CH3:33])=[CH:7][CH:6]=2.NN>CCO>[F:1][C:2]1[CH:3]=[N:4][C:5]2[C:10]([C:11]=1[CH2:12][CH2:13][N:14]1[CH2:20][C@H:19]3[C@H:16]([CH2:17][C@@H:18]3[NH2:21])[CH2:15]1)=[N:9][C:8]([O:32][CH3:33])=[CH:7][CH:6]=2. Procedure: To a solution of (±)-2-((1S,5R,6S)-3-{2-[3-fluoro-6-(methyloxy)-1,5-naphthyridin-4-yl]ethyl}-3-azabicyclo[3.2.0]hept-6-yl)-1H-isoindole-1,3(2H)-dione (324 mg, 0.73 mmol) in EtOH (36 mL) was added NH2NH2 (0.34 mL, 10.9 mmol) dropwise. After 2 h at 85° C., the solution was concentrated and the residue purified via column chromatography (silica, 2-5% MeOH in DCM (1% NH4OH)) yielding the title compound (31 mg, 13%) as a yellow oil: LC/MS (ES) m/e 317 (M+H)+. Reactants: C(\C=C(/C)\CCC=C(C)C)OC1=C(C(=O)O)C=C(C=C1)OC (2-geranyloxy-5-methoxybenzoic acid), NCC1N(CCC1)CC (2-aminomethyl-1-ethylpyrrolidine). Yields the product C(C)N1C(CCC1)CNC(C1=C(C=CC(=C1)OC)OC\C=C(/C)\CCC=C(C)C)=O (1-ethyl-2-(2-geranyloxy-5-methoxybenzoylaminomethyl)pyrrolidine). Isolated yield 86.0%. RXN SMILES: [CH2:1]([O:11][C:12]1[CH:20]=[CH:19][C:18]([O:21][CH3:22])=[CH:17][C:13]=1[C:14]([OH:16])=O)/[CH:2]=[C:3](/[CH2:5][CH2:6][CH:7]=[C:8]([CH3:10])[CH3:9])\[CH3:4].[NH2:23][CH2:24][CH:25]1[CH2:29][CH2:28][CH2:27][N:26]1[CH2:30][CH3:31]>>[CH2:30]([N:26]1[CH2:27][CH2:28][CH2:29][CH:25]1[CH2:24][NH:23][C:14](=[O:16])[C:13]1[CH:17]=[C:18]([O:21][CH3:22])[CH:19]=[CH:20][C:12]=1[O:11][CH2:1]/[CH:2]=[C:3](/[CH2:5][CH2:6][CH:7]=[C:8]([CH3:9])[CH3:10])\[CH3:4])[CH3:31]. Reported procedure: In a manner identical to Example 15, 2-geranyloxy-5-methoxybenzoic acid (1.52 g) was subjected to a condensation reaction with 2-aminomethyl-1-ethylpyrrolidine (0.7 ml), thereby yielding 1.78 g (86%) of the aimed compound.